From a dataset of the Open Reaction Database (ORD), a public repository of structured organic reaction records. describe an organic reaction: reactants, conditions, products, and yield Starting materials: BrCCc1ccccc1, O=C([O-])[O-], [Cs+], [Cs+], COC(=O)c1cc2ccccc2[nH]1. Product: COC(=O)c1cc2ccccc2n1CCc1ccccc1. As a reaction SMILES: [Br:14][CH2:15][CH2:16][c:17]1[cH:18][cH:19][cH:20][cH:21][cH:22]1.[C:23](=[O:24])([O-:25])[O-:26].[Cs+:27].[Cs+:28].[nH:1]1[c:2]([C:10](=[O:11])[O:12][CH3:13])[cH:3][c:4]2[cH:5][cH:6][cH:7][cH:8][c:9]12>>[n:1]1([CH2:15][CH2:16][c:17]2[cH:18][cH:19][cH:20][cH:21][cH:22]2)[c:2]([C:10](=[O:11])[O:12][CH3:13])[cH:3][c:4]2[cH:5][cH:6][cH:7][cH:8][c:9]12. Starting materials: C(C)(C)(C)OC(=O)N1N=C(C2=CC(=CC=C12)OCC1=CC=CC=C1)C=1N(C2=CC(=CC=C2C1)OCCBr)C(=O)OC(C)(C)C (5-benzyloxy-3-[6-(2-bromoethoxy)-1-tert-butoxycarbonyl-1H-indol-2-yl]indazole-1-carboxylic acid tert-butyl ester), C([O-])([O-])=O.[Cs+].[Cs+] (cesium carbonate), [I-].[K+] (potassium iodide), C(C)NCC (diethylamine). The solvent is C(C)#N (acetonitrile). The product is C(C)(C)(C)OC(=O)N1N=C(C2=CC(=CC=C12)OCC1=CC=CC=C1)C=1N(C2=CC(=CC=C2C1)OCCN(CC)CC)C(=O)OC(C)(C)C (5-benzyloxy-3-[1-tert-butoxycarbonyl-6-(2-diethylaminoethoxy)-1H-indol-2-yl]indazole-1-carboxylic acid tert-butyl ester). Yield: 32.1%. Reaction SMILES: [C:1]([O:5][C:6]([N:8]1[C:16]2[C:11](=[CH:12][C:13]([O:17][CH2:18][C:19]3[CH:24]=[CH:23][CH:22]=[CH:21][CH:20]=3)=[CH:14][CH:15]=2)[C:10]([C:25]2[N:26]([C:38]([O:40][C:41]([CH3:44])([CH3:43])[CH3:42])=[O:39])[C:27]3[C:32]([CH:33]=2)=[CH:31][CH:30]=[C:29]([O:34][CH2:35][CH2:36]Br)[CH:28]=3)=[N:9]1)=[O:7])([CH3:4])([CH3:3])[CH3:2].[I-].[K+].[CH2:47]([NH:49][CH2:50][CH3:51])[CH3:48].C(=O)([O-])[O-].[Cs+].[Cs+]>C(#N)C>[C:1]([O:5][C:6]([N:8]1[C:16]2[C:11](=[CH:12][C:13]([O:17][CH2:18][C:19]3[CH:24]=[CH:23][CH:22]=[CH:21][CH:20]=3)=[CH:14][CH:15]=2)[C:10]([C:25]2[N:26]([C:38]([O:40][C:41]([CH3:44])([CH3:43])[CH3:42])=[O:39])[C:27]3[C:32]([CH:33]=2)=[CH:31][CH:30]=[C:29]([O:34][CH2:35][CH2:36][N:49]([CH2:50][CH3:51])[CH2:47][CH3:48])[CH:28]=3)=[N:9]1)=[O:7])([CH3:4])([CH3:3])[CH3:2] |f:1.2,4.5.6|. Procedure: The compound 5-benzyloxy-3-[1-tert-butoxycarbonyl-6-(2-diethylaminoethoxy)-1H-indol-2-yl]indazole-1-carboxylic acid tert-butyl ester is prepared according to procedure N using 1.23 g of 5-benzyloxy-3-[6-(2-bromoethoxy)-1-tert-butoxycarbonyl-1H-indol-2-yl]indazole-1-carboxylic acid tert-butyl ester, 50 ml of acetonitrile, 401 mg of potassium iodide, 204 mg of diethylamine, and 770 mg of cesium carbonate. After treatment, the reaction crude is purified by chromatography on a cartridge of 20 g of s...